From a dataset of the Open Reaction Database (ORD), a public repository of structured organic reaction records. describe an organic reaction: reactants, conditions, products, and yield The reactants are CN(CCNC(=O)C=1C(=NC(=NC1C)C1=CC=CC=C1)C1=CC(=CC=C1)[N+](=O)[O-])C (N-(2-dimethylaminoethyl)-6-methyl-4-(3-nitrophenyl)-2-phenyl-5-pyrimidinecarboxamide), C(\C=C\C(=O)O)(=O)O (fumaric acid). Run in C(C)O (ethyl alcohol), C(C)O (ethyl alcohol). Yields the product C(\C=C\C(=O)O)(=O)O.CN(CCNC(=O)C=1C(=NC(=NC1C)C1=CC=CC=C1)C1=CC(=CC=C1)[N+](=O)[O-])C (N-(2-dimethylaminoethyl)-6-methyl-4-(3-nitrophenyl)-2-phenyl-5-pyrimidinecarboxamide fumarate). Reaction SMILES: [CH3:1][N:2]([CH3:30])[CH2:3][CH2:4][NH:5][C:6]([C:8]1[C:9]([C:21]2[CH:26]=[CH:25][CH:24]=[C:23]([N+:27]([O-:29])=[O:28])[CH:22]=2)=[N:10][C:11]([C:15]2[CH:20]=[CH:19][CH:18]=[CH:17][CH:16]=2)=[N:12][C:13]=1[CH3:14])=[O:7].[C:31]([OH:38])(=[O:37])/[CH:32]=[CH:33]/[C:34]([OH:36])=[O:35]>C(O)C>[C:31]([OH:38])(=[O:37])/[CH:32]=[CH:33]/[C:34]([OH:36])=[O:35].[CH3:30][N:2]([CH3:1])[CH2:3][CH2:4][NH:5][C:6]([C:8]1[C:9]([C:21]2[CH:26]=[CH:25][CH:24]=[C:23]([N+:27]([O-:29])=[O:28])[CH:22]=2)=[N:10][C:11]([C:15]2[CH:20]=[CH:19][CH:18]=[CH:17][CH:16]=2)=[N:12][C:13]=1[CH3:14])=[O:7] |f:3.4|. Procedure details: To the solution of N-(2-dimethylaminoethyl)-6-methyl-4-(3-nitrophenyl)-2-phenyl-5-pyrimidinecarboxamide (4 g) in ethyl alcohol (10 ml), the solution of fumaric acid (1.15 g) in hot ethyl alcohol (10 ml) was added. The precipitate was filtered off to afford N-(2-dimethylaminoethyl)-6-methyl-4-(3-nitrophenyl)-2-phenyl-5-pyrimidinecarboxamide fumarate. Reactants: C(C1=CC=CC=C1)[C@H]1COC[C@@H](C(O[C@H]([C@@H]1O)C)=O)N(C(OC(C)(C)C)=O)C(=O)OC(C)(C)C (tert-butyl N-[(3S,7S,8R,9S)-7-benzyl-8-hydroxy-9-methyl-2-oxo-1,5-dioxonan-3-yl]-N-tert-butoxycarbonylcarbamate), C(OC(C)(C)C)(OCC(=C)C)=O (tert-butyl (2-methylallyl) carbonate). The reagents and catalysts are C1=CC=C(C=C1)P([C-]2C=CC=C2)C3=CC=CC=C3.C1=CC=C(C=C1)P([C-]2C=CC=C2)C3=CC=CC=C3.[Fe+2] (dppf), C=1C=CC(=CC1)/C=C/C(=O)/C=C/C2=CC=CC=C2.C=1C=CC(=CC1)/C=C/C(=O)/C=C/C2=CC=CC=C2.C=1C=CC(=CC1)/C=C/C(=O)/C=C/C2=CC=CC=C2.[Pd].[Pd] (Pd2 dba3). Solvent: C1CCOC1 (THF). Reaction conditions: temperature 55 celsius. Yields the product C(C1=CC=CC=C1)[C@H]1COC[C@@H](C(O[C@H]([C@@H]1OCC(=C)C)C)=O)N(C(OC(C)(C)C)=O)C(=O)OC(C)(C)C (tert-butyl N-[(3S,7S,8R,9S)-7-benzyl-9-methyl-8-(2-methylallyloxy)-2-oxo-1,5-dioxonan-3-yl]-N-tert-butoxycarbonylcarbamate). The yield is 92.1%. RXN SMILES: [CH2:1]([C@@H:8]1[C@@H:16]([OH:17])[C@H:15]([CH3:18])[O:14][C:13](=[O:19])[C@@H:12]([N:20]([C:28]([O:30][C:31]([CH3:34])([CH3:33])[CH3:32])=[O:29])[C:21](=[O:27])[O:22][C:23]([CH3:26])([CH3:25])[CH3:24])[CH2:11][O:10][CH2:9]1)[C:2]1[CH:7]=[CH:6][CH:5]=[CH:4][CH:3]=1.C(=O)(OCC(C)=C)O[C:37]([CH3:40])([CH3:39])[CH3:38]>C1COCC1.C1C=CC(P(C2C=CC=CC=2)[C-]2C=CC=C2)=CC=1.C1C=CC(P(C2C=CC=CC=2)[C-]2C=CC=C2)=CC=1.[Fe+2].C1C=CC(/C=C/C(/C=C/C2C=CC=CC=2)=O)=CC=1.C1C=CC(/C=C/C(/C=C/C2C=CC=CC=2)=O)=CC=1.C1C=CC(/C=C/C(/C=C/C2C=CC=CC=2)=O)=CC=1.[Pd].[Pd]>[CH2:1]([C@@H:8]1[C@@H:16]([O:17][CH2:39][C:37]([CH3:40])=[CH2:38])[C@H:15]([CH3:18])[O:14][C:13](=[O:19])[C@@H:12]([N:20]([C:21]([O:22][C:23]([CH3:26])([CH3:24])[CH3:25])=[O:27])[C:28](=[O:29])[O:30][C:31]([CH3:33])([CH3:32])[CH3:34])[CH2:11][O:10][CH2:9]1)[C:2]1[CH:3]=[CH:4][CH:5]=[CH:6][CH:7]=1 |f:3.4.5,6.7.8.9.10|. Reported procedure: To a solution of tert-butyl N-[(3S,7S,8R,9S)-7-benzyl-8-hydroxy-9-methyl-2-oxo-1,5-dioxonan-3-yl]-N-tert-butoxycarbonylcarbamate (3.59 g, 7.49 mmol, 1.00 equiv) in THF (75 ml) was added tert-butyl (2-methylallyl) carbonate (2.58 g, 15.0 mmol, 2.00 equiv). This solution was degassed by placing under vacuum and backfilling with N2 (3×). To this solution were added dppf (0.830 g, 1.50 mmol, 0.200 equiv) and Pd2 dba3 (0.686 g, 0.749 mmol, 0.100 equiv). The resulting dark solution was heated to 55° C...